Dataset: the Open Reaction Database (ORD), a public repository of structured organic reaction records. Task: describe an organic reaction: reactants, conditions, products, and yield The reactants are CC1=CC(=CC(=N1)C(=O)O)[N+](=O)[O-] (6-Methyl-4-nitro-pyridine-2-carboxylic acid), Br (hydrobromic acid). The product is BrC1=CC(=NC(=C1)C)C(=O)O (4-Bromo-6-methyl-pyridine-2-carboxylic acid). Reaction SMILES: [CH3:1][C:2]1[N:7]=[C:6]([C:8]([OH:10])=[O:9])[CH:5]=[C:4]([N+]([O-])=O)[CH:3]=1.[BrH:14]>>[Br:14][C:4]1[CH:3]=[C:2]([CH3:1])[N:7]=[C:6]([C:8]([OH:10])=[O:9])[CH:5]=1. Procedure: A solution of 3.6 g (19.6 mmol) of 6-Methyl-4-nitro-pyridine-2-carboxylic acid in 40 ml of 48% hydrobromic acid was heated at 100° C. overnight and then allowed to cool to room temperature. The solution was then evaporated to dryness in vaccuo. The crude material (10.5 g) containing inorganic salts was directly used in the next step. Starting materials: ClC=1C=C(C(=O)OC)C=CN1 (Methyl 2-chloroisonicotinate), C(Cl)Cl (DCM), C([O-])([O-])=O.[K+].[K+] (potassium carbonate), ClC1=C(C=C(C=C1)B1OC(C(O1)(C)C)(C)C)F (2-(4-Chloro-3-fluorophenyl)-4,4,5,5-tetramethyl-1,3,2-dioxaborolane). Reagents/catalysts: Cl[Pd]Cl (PdCl2). Run in O (water), CO (MeOH). Run at temperature 100 celsius. The product is ClC1=C(C=C(C=C1)C=1C=C(C(=O)OC)C=CN1)F (Methyl 2-(4-chloro-3-fluorophenyl)isonicotinate). Isolated yield 79.3%. Reaction SMILES: Cl[C:2]1[CH:3]=[C:4]([CH:9]=[CH:10][N:11]=1)[C:5]([O:7][CH3:8])=[O:6].C(=O)([O-])[O-].[K+].[K+].[Cl:18][C:19]1[CH:24]=[CH:23][C:22](B2OC(C)(C)C(C)(C)O2)=[CH:21][C:20]=1[F:34].C(Cl)Cl>CO.Cl[Pd]Cl.O>[Cl:18][C:19]1[CH:24]=[CH:23][C:22]([C:2]2[CH:3]=[C:4]([CH:9]=[CH:10][N:11]=2)[C:5]([O:7][CH3:8])=[O:6])=[CH:21][C:20]=1[F:34] |f:1.2.3|. Reported procedure: Methyl 2-chloroisonicotinate (1.2 g, 6.99 mmol), potassium carbonate (0.580 g, 4.20 mmol) and PdCl2 (dppf) (0.122 g, 0.17 mmol) were combined in a microwave vial. 2-(4-Chloro-3-fluorophenyl)-4,4,5,5-tetramethyl-1,3,2-dioxaborolane (2.1 g, 8.19 mmol) dissolved in MeOH (15 mL) was added. The reaction mixture was heated in a single node microwave reactor at 100° C. for 15 min. DCM (125 mL) and water (125 mL) were added, shaken and the phases separated. The aqueous phase was extracted with DCM (125 ... Isolated yield 92.0%. As a reaction SMILES: [Cl:1][C:2]1[N:3]=[CH:4][CH:5]=[C:6]2[C:10]([CH3:11])=[C:9]([CH3:12])[NH:8][C:7]=12.Br[CH2:14][CH:15]1[CH2:17][CH2:16]1>>[Cl:1][C:2]1[N:3]=[CH:4][CH:5]=[C:6]2[C:10]([CH3:11])=[C:9]([CH3:12])[N:8]([CH2:14][CH:15]3[CH2:17][CH2:16]3)[C:7]=12. Procedure: In accordance with the same procedures as in Step 2 of Example 198, except for using 7-chloro-2,3-dimethyl-1H-pyrrolo[2,3-c]pyridine prepared in Step 1 of Example 198 and (bromomethyl)cyclopropane, the titled compound was obtained as a white solid. (Yield: 92%) Yields the product ClC=1N=CC=C2C1N(C(=C2C)C)CC2CC2 (7-chloro-1-cyclopropylmethyl-2,3-dimethyl-1H-pyrrolo[2,3-c]pyridine). Reactants: ClC=1N=CC=C2C1NC(=C2C)C (7-chloro-2,3-dimethyl-1H-pyrrolo[2,3-c]pyridine), BrCC1CC1 ((bromomethyl)cyclopropane). The reactants are C(C)(C)(C)OC(=O)NC=1SC=C(N1)C(C(=O)O)=CCC (2-(2-t-butoxycarbonylaminothiazol-4-yl)-pentenoic acid), CS(=O)(=O)Cl (methanesulfonyl chloride), C1(=CC=C(C=C1)S(=O)(=O)O)C.C1(=CC=CC=C1)C(C1=CC=CC=C1)OC(=O)C1=C(CS[C@H]2N1C([C@H]2N)=O)COC(N)=O (7beta-amino-3-carbamoyloxymethyl-3-cephem-4-carboxylic acid diphenylmethyl ester p-toluenesulphonate salt), CN1CCOCC1 (N-methylmorpholine). Solvent: ClCCl (dichloromethane), C(C)N(CC)CC (triethylamine), ClCCl (dichloromethane). The product is C1(=CC=CC=C1)C(C1=CC=CC=C1)OC(=O)C1=C(CS[C@H]2N1C([C@H]2NC(\C(=C/CC)\C=2N=C(SC2)NC(=O)OC(C)(C)C)=O)=O)COC(N)=O (7beta-[(Z)-2-(2-t-butoxycarbonylaminothiazol-4-yl)-2-pentenoyl]amino-3-carbamoyloxymethyl-3-cephem-4-carboxylic acid diphenylmethyl ester). The yield is 86.1%. As a reaction SMILES: [C:1]([O:5][C:6]([NH:8][C:9]1[S:10][CH:11]=[C:12]([C:14](=[CH:18][CH2:19][CH3:20])[C:15]([OH:17])=O)[N:13]=1)=[O:7])([CH3:4])([CH3:3])[CH3:2].CS(Cl)(=O)=O.C1(C)C=CC(S(O)(=O)=O)=CC=1.[C:37]1([CH:43]([O:50][C:51]([C:53]2[N:58]3[C:59](=[O:62])[C@@H:60]([NH2:61])[C@H:57]3[S:56][CH2:55][C:54]=2[CH2:63][O:64][C:65](=[O:67])[NH2:66])=[O:52])[C:44]2[CH:49]=[CH:48][CH:47]=[CH:46][CH:45]=2)[CH:42]=[CH:41][CH:40]=[CH:39][CH:38]=1.CN1CCOCC1>ClCCl.C(N(CC)CC)C>[C:37]1([CH:43]([O:50][C:51]([C:53]2[N:58]3[C:59](=[O:62])[C@@H:60]([NH:61][C:15](=[O:17])/[C:14](/[C:12]4[N:13]=[C:9]([NH:8][C:6]([O:5][C:1]([CH3:2])([CH3:3])[CH3:4])=[O:7])[S:10][CH:11]=4)=[CH:18]\[CH2:19][CH3:20])[C@H:57]3[S:56][CH2:55][C:54]=2[CH2:63][O:64][C:65](=[O:67])[NH2:66])=[O:52])[C:44]2[CH:45]=[CH:46][CH:47]=[CH:48][CH:49]=2)[CH:38]=[CH:39][CH:40]=[CH:41][CH:42]=1 |f:2.3|. Procedure: To a mixture of 2-(2-t-butoxycarbonylaminothiazol-4-yl)-pentenoic acid (75 mg), triethylamine (0.041 ml), and dichloromethane (3 ml) is added dropwise methanesulfonyl chloride (0.02 ml) at -60° C. with stirring. After stirring at the same temperature for 5 hours, a solution of 7beta-amino-3-carbamoyloxymethyl-3-cephem-4-carboxylic acid diphenylmethyl ester p-toluenesulphonate salt (153 mg) and N-methylmorpholine (0.05 ml) in dichloromethane (3 ml) is added dropwise to the mixture. After stirring... Reactants: IC1=CC=C(C(=N1)OC)OC (6-iodo-2,3-dimethoxypyridine), C1(=CC=CC=C1)S (phenyl mercaptan), CCN(C(C)C)C(C)C (DIPEA), CC1(C2=C(C(=CC=C2)P(C3=CC=CC=C3)C4=CC=CC=C4)OC5=C(C=CC=C51)P(C6=CC=CC=C6)C7=CC=CC=C7)C (Xantphos). The reagents and catalysts are C=1C=CC(=CC1)/C=C/C(=O)/C=C/C2=CC=CC=C2.C=1C=CC(=CC1)/C=C/C(=O)/C=C/C2=CC=CC=C2.C=1C=CC(=CC1)/C=C/C(=O)/C=C/C2=CC=CC=C2.[Pd].[Pd] (Pd2(dba)3). The solvent is C1(=CC=CC=C1)C (toluene). Conditions: time 2 hour. Product: C(C1=CC=CC=C1)SC1=CC=C(C(=N1)OC)OC (6-(benzylsulfanyl)-2,3-dimethoxypyridine). Yield: 765.3%. RXN SMILES: I[C:2]1[N:7]=[C:6]([O:8][CH3:9])[C:5]([O:10][CH3:11])=[CH:4][CH:3]=1.C1([SH:18])C=CC=CC=1.CCN(C(C)C)C(C)C.C[C:29]1(C)C2C(=C(P(C3C=CC=CC=3)C3C=CC=CC=3)C=CC=2)O[C:31]2[C:32](P(C3C=CC=CC=3)C3C=CC=CC=3)=[CH:33][CH:34]=[CH:35][C:30]1=2>C1(C)C=CC=CC=1.C1C=CC(/C=C/C(/C=C/C2C=CC=CC=2)=O)=CC=1.C1C=CC(/C=C/C(/C=C/C2C=CC=CC=2)=O)=CC=1.C1C=CC(/C=C/C(/C=C/C2C=CC=CC=2)=O)=CC=1.[Pd].[Pd]>[CH2:29]([S:18][C:2]1[N:7]=[C:6]([O:8][CH3:9])[C:5]([O:10][CH3:11])=[CH:4][CH:3]=1)[C:30]1[CH:35]=[CH:34][CH:33]=[CH:32][CH:31]=1 |f:5.6.7.8.9|. Procedure details: To a solution of 6-iodo-2,3-dimethoxypyridine (0.3 g, 1.13 mmol) in toluene (10 ml) was added phenyl mercaptan (0.21 g, 1.7 mmol) and DIPEA (0.32 g, 2.5 mmol). The reaction mass was degassed before Pd2(dba)3 (0.04 g, 0.05 mmol) and Xantphos (0.05 g, 0.1 mmol) were added and the whole was subjected to microwave irradiation at 120° C. with stirring for 2 hours. The resulting mixture was filtered through a pad of celite and the filtrate was added to water (60 ml) and extracted with ethyl acetate (2... Reactants: [Br-] (bromide), ice water, C(C=1C(N)=CC=CC1)(=O)OC (methyl anthranilate), CN(C)C=O (DMF), BrCC(=O)Br (Bromoacetyl bromide). The solvent is O1CCOCC1 (dioxane). Conditions: temperature -5 celsius, time 8 hour. The product is BrCC(=O)NC1=C(C(=O)OC)C=CC=C1 (Methyl 2-(-(Bromoacetyl)amino)benzoate). Isolated yield 91.3%. Reaction SMILES: [C:1]([O:10][CH3:11])(=[O:9])[C:2]1[C:3](=[CH:5][CH:6]=[CH:7][CH:8]=1)[NH2:4].CN(C=O)C.[Br:17][CH2:18][C:19](Br)=[O:20].[Br-]>O1CCOCC1>[Br:17][CH2:18][C:19]([NH:4][C:3]1[CH:5]=[CH:6][CH:7]=[CH:8][C:2]=1[C:1]([O:10][CH3:11])=[O:9])=[O:20]. Procedure: A solution of methyl anthranilate (10.0 g, 66 mmol) in a mixture of anhydrous DMF (30 mL) and anhydrous dioxane (30 mL) in a 250 mL 3-necked round-bottomed flask equipped with a constant addition funnel (60 mL) was cooled to -5° C. using an ice-bath. Bromoacetyl bromide (13.32 g, 5.8 mL, 66 mmol) was added dropwise, keeping the internal temperature between -5° to 0° C. over a 1/2 h period. After the addition of the bromide was completed, the solution was warmed to rt, stirred overnight and then ... The reactants are CC1CCCCN1, CN(C)C=O, O=[N+]([O-])c1cc(C(F)(F)F)ccc1F, O. The product is CC1CCCCN1c1ccc(C(F)(F)F)cc1[N+](=O)[O-]. RXN SMILES: [CH3:1][CH:2]1[NH:3][CH2:4][CH2:5][CH2:6][CH2:7]1.[CH3:8][N:9]([CH3:10])[CH:11]=[O:12].[F:13][c:14]1[c:15]([N+:24](=[O:25])[O-:26])[cH:16][c:17]([C:20]([F:21])([F:22])[F:23])[cH:18][cH:19]1.[OH2:27]>>[CH3:1][CH:2]1[N:3]([c:14]2[c:15]([N+:24](=[O:25])[O-:26])[cH:16][c:17]([C:20]([F:21])([F:22])[F:23])[cH:18][cH:19]2)[CH2:4][CH2:5][CH2:6][CH2:7]1.